From a dataset of the Open Reaction Database (ORD), a public repository of structured organic reaction records. describe an organic reaction: reactants, conditions, products, and yield The product is CC(C)(C)[Si](C)(C)OCC(O)CNc1ccc2c(c1)NC(=O)CO2. The reactants are CC(C)(C)[Si](C)(C)OCC1CO1, Nc1ccc2c(c1)NC(=O)CO2. RXN SMILES: [C:13]([CH3:14])([CH3:15])([CH3:16])[Si:17]([O:18][CH2:19][CH:20]1[O:21][CH2:22]1)([CH3:23])[CH3:24].[NH2:1][c:2]1[cH:3][cH:4][c:5]2[c:6]([cH:12]1)[NH:7][C:8](=[O:11])[CH2:9][O:10]2>>[NH:1]([c:2]1[cH:3][cH:4][c:5]2[c:6]([cH:12]1)[NH:7][C:8](=[O:11])[CH2:9][O:10]2)[CH2:22][CH:20]([CH2:19][O:18][Si:17]([C:13]([CH3:14])([CH3:15])[CH3:16])([CH3:23])[CH3:24])[OH:21]. Starting materials: C1(CC1)N (cyclopropylamine), FC(S(=O)(=O)OS(=O)(=O)C(F)(F)F)(F)F (trifluoromethanesulfonic acid anhydride), OCCCN1C=C(C2=CC=CC=C12)C=1C(NC(C1C1=CN(C2=CC=CC=C12)C)=O)=O (3-[1-(3-hydroxy-propyl)-1H-indol-3-yl)- 4-(1-methyl-1H-indol-3-yl)-pyrrole-2,5-dione). Run in C(Cl)Cl (methylene chloride), C1CCOC1 (THF). Reaction conditions: time 2 hour. Product: C1(CC1)NCCCN1C=C(C2=CC=CC=C12)C=1C(NC(C1C1=CN(C2=CC=CC=C12)C)=O)=O (3-(1-[3-Cyclopropylamino-1-propyl]-3-indol yl)-4-(1-methyl-3-indolyl)-1H-pyrrole-2,5-dione). Yield: 63.9%. Reaction SMILES: FC(F)(F)S(OS(C(F)(F)F)(=O)=O)(=O)=O.O[CH2:17][CH2:18][CH2:19][N:20]1[C:28]2[C:23](=[CH:24][CH:25]=[CH:26][CH:27]=2)[C:22]([C:29]2[C:30](=[O:45])[NH:31][C:32](=[O:44])[C:33]=2[C:34]2[C:42]3[C:37](=[CH:38][CH:39]=[CH:40][CH:41]=3)[N:36]([CH3:43])[CH:35]=2)=[CH:21]1.[CH:46]1([NH2:49])[CH2:48][CH2:47]1>C(Cl)Cl.C1COCC1>[CH:46]1([NH:49][CH2:17][CH2:18][CH2:19][N:20]2[C:28]3[C:23](=[CH:24][CH:25]=[CH:26][CH:27]=3)[C:22]([C:29]3[C:30](=[O:45])[NH:31][C:32](=[O:44])[C:33]=3[C:34]3[C:42]4[C:37](=[CH:38][CH:39]=[CH:40][CH:41]=4)[N:36]([CH3:43])[CH:35]=3)=[CH:21]2)[CH2:48][CH2:47]1. Procedure details: To a 0° C. solution of trifluoromethanesulfonic acid anhydride (188 mg, 0.67 mmol) in dry methylene chloride (15 mL) was added a solution of 3-[1-(3-hydroxy-propyl)-1H-indol-3-yl)- 4-(1-methyl-1H-indol-3-yl)-pyrrole-2,5-dione (100 mg, 0.25 mmol) in THF (10 mL). After 2 hours, cyclopropylamine (200 μl, 5 mmol) was added and stirring continued over night. The reaction mixture was quenched with water. The organic phase was separated, washed with water (3×), dried, and evaporated. The residual red o...